Dataset: the Open Reaction Database (ORD), a public repository of structured organic reaction records. Task: describe an organic reaction: reactants, conditions, products, and yield Starting materials: COC(OCC=1C=C(C(=CC1)OC(F)F)C1=CC(=CC=C1)Cl)=O (carbonic acid 3′-chloro-6-difluoromethoxy-biphenyl-3-ylmethyl ester methyl ester), C1(=CC=CC=C1)P(CCCCCP(C1=CC=CC=C1)C1=CC=CC=C1)C1=CC=CC=C1 (1,5-bis(diphenylphosphino)pentane), COC(=O)C1=NC=C(C=C1)B1OC(C(O1)(C)C)(C)C (5-(4,4,5,5-tetramethyl-[1,3,2]dioxaborolan-2-yl)-pyridine-2-carboxylicacid methyl ester), C([O-])([O-])=O.[K+].[K+] (potassium carbonate). The reagents and catalysts are [CH2-]C=C.[CH2-]C=C.Cl[Pd+].Cl[Pd+] (allylpalladium(II) chloride dimer). Run in C(C)(=O)OCC (ethyl acetate), O (water), CN(C)C=O (DMF). Run at temperature 85 celsius. Product: COC(=O)C1=NC=C(C=C1)CC=1C=C(C(=CC1)OC(F)F)C1=CC(=CC=C1)Cl (5-(3′-Chloro-6-difluoromethoxy-biphenyl-3-ylmethyl)-pyridine-2-carboxylic acid methyl ester). The yield is 55.6%. RXN SMILES: COC(=O)O[CH2:5][C:6]1[CH:7]=[C:8]([C:16]2[CH:21]=[CH:20][CH:19]=[C:18]([Cl:22])[CH:17]=2)[C:9]([O:12][CH:13]([F:15])[F:14])=[CH:10][CH:11]=1.[CH3:24][O:25][C:26]([C:28]1[CH:33]=[CH:32][C:31](B2OC(C)(C)C(C)(C)O2)=[CH:30][N:29]=1)=[O:27].C(=O)([O-])[O-].[K+].[K+].C1(P(C2C=CC=CC=2)CCCCCP(C2C=CC=CC=2)C2C=CC=CC=2)C=CC=CC=1>[CH2-]C=C.[CH2-]C=C.Cl[Pd+].Cl[Pd+].C(OCC)(=O)C.O.CN(C=O)C>[CH3:24][O:25][C:26]([C:28]1[CH:33]=[CH:32][C:31]([CH2:5][C:6]2[CH:7]=[C:8]([C:16]3[CH:21]=[CH:20][CH:19]=[C:18]([Cl:22])[CH:17]=3)[C:9]([O:12][CH:13]([F:14])[F:15])=[CH:10][CH:11]=2)=[CH:30][N:29]=1)=[O:27] |f:2.3.4,6.7.8.9|. Procedure: In a 40 mL vial equipped with a stir bar was placed carbonic acid 3′-chloro-6-difluoromethoxy-biphenyl-3-ylmethyl ester methyl ester (I-151, 700 mg, 2.04 mmol), 5-(4,4,5,5-tetramethyl-[1,3,2]dioxaborolan-2-yl)-pyridine-2-carboxylicacid methyl ester (590 mg, 2.24 mmol), potassium carbonate (846 mg, 6.12 mmol), 1,5-bis(diphenylphosphino)pentane (270 mg, 0.612 mmol) and DMF (10 mL). The reaction mixture was degassed for 15 minutes by bubbling nitrogen and then allylpalladium(II) chloride dimer (112...